This data is from the Open Reaction Database (ORD), a public repository of structured organic reaction records. The task is: describe an organic reaction: reactants, conditions, products, and yield The reactants are B, O=C(CCN1CCCC1)Nc1cccc(Br)c1, CO, C1CCOC1. Yields the product Brc1cccc(NCCCN2CCCC2)c1. As a reaction SMILES: [BH3:1].[Br:7][c:8]1[cH:9][c:10]([NH:14][C:15]([CH2:16][CH2:17][N:18]2[CH2:19][CH2:20][CH2:21][CH2:22]2)=[O:23])[cH:11][cH:12][cH:13]1.[CH3:24][OH:25].[O:2]1[CH2:3][CH2:4][CH2:5][CH2:6]1>>[Br:7][c:8]1[cH:9][c:10]([NH:14][CH2:15][CH2:16][CH2:17][N:18]2[CH2:19][CH2:20][CH2:21][CH2:22]2)[cH:11][cH:12][cH:13]1. Reactants: CN1CCCC1CCN, ClCCl, O=Cc1cc2ccccc2o1. Yields the product CN1CCCC1CCNCc1cc2ccccc2o1. As a reaction SMILES: [CH3:12][N:13]1[CH:14]([CH2:18][CH2:19][NH2:20])[CH2:15][CH2:16][CH2:17]1.[Cl:21][CH2:22][Cl:23].[o:1]1[c:2]([CH:10]=[O:11])[cH:3][c:4]2[c:5]1[cH:6][cH:7][cH:8][cH:9]2>>[o:1]1[c:2]([CH2:10][NH:20][CH2:19][CH2:18][CH:14]2[N:13]([CH3:12])[CH2:17][CH2:16][CH2:15]2)[cH:3][c:4]2[c:5]1[cH:6][cH:7][cH:8][cH:9]2.